Dataset: the Open Reaction Database (ORD), a public repository of structured organic reaction records. Task: describe an organic reaction: reactants, conditions, products, and yield The reagents and catalysts are [Ni+2].C/C(=C/C(=O)C)/[O-] (nickel(II) acetylacetonate). Reaction conditions: temperature 60 celsius. Isolated yield 19.9%. The product is C(C)(=O)O[C@@H]1[C@]2(C)[C@@H](CC1)[C@@H]1CCC3=CC(C=C([C@]3(C)[C@H]1CC2)C)=O (17β-acetoxy-l-methyl-androsta-1,4-dien-3-one). Procedure: 12 ml of trimethylaluminum of a 10% solution in hexane (12 mmol) is introduced at room temperature under nitrogen atmosphere. With stirring, 2.64 g of 2,6-di-tert-butyl-4-methylphenol is added in portions. The solution is stirred for 30 more minutes and 3.27 g (10 mmol) of 17β-acetoxy-androsta-l,4-dien-3-one in 20 ml of ethyl acetate is added at 25° C. The solution is heated to 60° C. and 143 mg of nickel(II)-acetylacetonate is added at 60° C. The solution is stirred for another 2.5 hours at thi... Run in C(C)(=O)OCC (ethyl acetate), O (water). Reactants: C[Al](C)C (trimethylaluminum), solution, CCCCCC (hexane), C(C)(=O)O[C@@H]1[C@]2(C)[C@@H](CC1)[C@@H]1CCC3=CC(C=C[C@]3(C)[C@H]1CC2)=O (17β-acetoxy-androsta-l,4-dien-3-one), C(C)(C)(C)C1=C(C(=CC(=C1)C)C(C)(C)C)O (2,6-di-tert-butyl-4-methylphenol). RXN SMILES: C[Al](C)C.[CH3:5]CCCCC.C(C1C=C(C)C=C(C(C)(C)C)C=1O)(C)(C)C.[C:27]([O:30][C@H:31]1[CH2:36][CH2:35][C@H:34]2[C@H:37]3[C@H:47]([CH2:48][CH2:49][C@:32]12[CH3:33])[C@:45]1([CH3:46])[C:40](=[CH:41][C:42](=[O:50])[CH:43]=[CH:44]1)[CH2:39][CH2:38]3)(=[O:29])[CH3:28]>C(OCC)(=O)C.[Ni+2].C/C(/[O-])=C/C(C)=O.O>[C:27]([O:30][C@H:31]1[CH2:36][CH2:35][C@H:34]2[C@H:37]3[C@H:47]([CH2:48][CH2:49][C@:32]12[CH3:33])[C@:45]1([CH3:46])[C:40](=[CH:41][C:42](=[O:50])[CH:43]=[C:44]1[CH3:5])[CH2:39][CH2:38]3)(=[O:29])[CH3:28] |f:5.6|. Reactants: NC1=C(C(=O)NC2CC2)C(=CC=C1)C (2-Amino-N-cyclopropyl-6-methylbenzamide), C1(CC1)N (cyclopropylamine), CC1=CC=CC2=C1C(OC(N2)=O)=O (5-methyl-2H-3,1-benzoxazine-2,4(1H)-dione). The product is C1(CC1)NC(C1=C(C=CC=C1C)NCC=1NCCN1)=O (N-cyclopropyl-2-[(4,5-dihydro-1H-imidazol-2-ylmethyl)amino]-6-methylbenzamide). Reaction SMILES: [NH2:1][C:2]1[CH:13]=[CH:12][CH:11]=[C:10]([CH3:14])[C:3]=1[C:4]([NH:6][CH:7]1[CH2:9][CH2:8]1)=[O:5].[CH:15]1([NH2:18])[CH2:17]C1.CC1C2C(=O)OC(=O)[NH:29][C:24]=2[CH:23]=CC=1>>[CH:7]1([NH:6][C:4](=[O:5])[C:3]2[C:10]([CH3:14])=[CH:11][CH:12]=[CH:13][C:2]=2[NH:1][CH2:17][C:15]2[NH:18][CH2:23][CH2:24][N:29]=2)[CH2:8][CH2:9]1. Procedure: 2-Amino-N-cyclopropyl-6-methylbenzamide (prepared from cyclopropylamine and 5-methyl-2H-3,1-benzoxazine-2,4(1H)-dione using the methods described in Example 17) and CMI were reacted using conditions described in the general procedure for CMI coupling to give N-cyclopropyl-2-[(4,5-dihydro-1H-imidazol-2-ylmethyl)amino]-6-methylbenzamide.